The task is: describe an organic reaction: reactants, conditions, products, and yield. This data is from the Open Reaction Database (ORD), a public repository of structured organic reaction records. Product: C(CCCCCN)CCCCC(=O)O (polyundecanolactam). Starting materials: 4,4'-diamino-dicyclohexylmethane, polyamides, C(CCCCCCCC(=O)O)(=O)O (azelaic acid), CNCCCCCCN(C)C (trimethyl hexamethylene diamine), polyamides, polyamides, C(C1=CC=C(C(=O)O)C=C1)(=O)O (terephthalic acid), polyamides, NC1CCC(CC1)C(C)(C)C1CCC(CC1)N (2,2-bis(p-aminocyclohexyl)propane), C(CCCCC(=O)O)(=O)O (adipic acid), meta xylylenediamines, C(C1=CC=C(C(=O)O)C=C1)(=O)O (terephthalic acid), C(C1=CC(C(=O)O)=CC=C1)(=O)O (isophthalic acid), C(CCCCC(=O)O)(=O)O (adipic acid). RXN SMILES: C(O)(=O)[C:2]1[CH:10]=[CH:9][C:5]([C:6]([OH:8])=[O:7])=[CH:4][CH:3]=1.C(O)(=O)C1C=CC=C(C(O)=O)C=1.C[NH:26][CH2:27][CH2:28][CH2:29][CH2:30]CCN(C)C.C(O)(=O)CCCCC(O)=O.C(O)(=O)CCCCCCCC(O)=O.NC1CCC(C(C2CCC(N)CC2)(C)C)CC1>>[CH2:10]([CH2:2][CH2:3][CH2:4][CH2:5][C:6]([OH:8])=[O:7])[CH2:9][CH2:30][CH2:29][CH2:28][CH2:27][NH2:26]. Procedure: as well as polyamides resulting from terephthalic acid and/or isophthalic acid and trimethyl hexamethylene diamine, polyamides resulting from adipic acid and meta xylylenediamines, polyamides resulting from adipic acid, azelaic acid and 2,2-bis(p-aminocyclohexyl)propane and polyamides resulting from terephthalic acid and 4,4'-diamino-dicyclohexylmethane. Starting materials: ClC=1C(=C(C(=C(C1)CCCl)OCC)C1NC(OC1)=O)F (4-[3-chloro-5-(chloroethyl)-6-ethoxy-2-fluorophenyl]-1,3-oxazolidin-2-one), C([O-])([O-])=O.[Cs+].[Cs+] (cesium carbonate), CC1=NNC2=NC=NC(=C21)N (3-methyl-1H-pyrazolo[3,4-d]pyrimidin-4-amine). Solvent: CN(C=O)C (N,N-dimethylformamide), O (water). Reaction conditions: temperature 80 celsius. The product is NC1=C2C(=NC=N1)N(N=C2C)C(C)C=2C(=C(C(=C(C2)Cl)F)C2NC(OC2)=O)OCC (4-{3-[1-(4-amino-3-methyl-1H-pyrazolo[3,4-d]pyrimidin-1-yl)ethyl]-5-chloro-2-ethoxy-6-fluorophenyl}-1,3-oxazolidin-2-one). As a reaction SMILES: [Cl:1][C:2]1[C:3]([F:20])=[C:4]([CH:14]2[CH2:18][O:17][C:16](=[O:19])[NH:15]2)[C:5]([O:11][CH2:12][CH3:13])=[C:6]([CH2:8][CH2:9]Cl)[CH:7]=1.C(=O)([O-])[O-].[Cs+].[Cs+].[CH3:27][C:28]1[C:36]2[C:31](=[N:32][CH:33]=[N:34][C:35]=2[NH2:37])[NH:30][N:29]=1>CN(C)C=O.O>[NH2:37][C:35]1[N:34]=[CH:33][N:32]=[C:31]2[N:30]([CH:8]([C:6]3[C:5]([O:11][CH2:12][CH3:13])=[C:4]([CH:14]4[CH2:18][O:17][C:16](=[O:19])[NH:15]4)[C:3]([F:20])=[C:2]([Cl:1])[CH:7]=3)[CH3:9])[N:29]=[C:28]([CH3:27])[C:36]=12 |f:1.2.3|. Reported procedure: 4-[3-chloro-5-(chloroethyl)-6-ethoxy-2-fluorophenyl]-1,3-oxazolidin-2-one (160 mg, 0.50 mmol) (from Step 11) was stirred in N,N-dimethylformamide (21 mL) with cesium carbonate (324 mg, 0.99 mmol) and 3-methyl-1H-pyrazolo[3,4-d]pyrimidin-4-amine (89 mg, 0.60 mmol) was added. The mixture was heated to 80° C. for 1.5 hours and cooled to rt. The mixture was diluted with water and extracted with ethyl acetate. The extracts were washed with brine, dried over sodium sulfate, filtered and evaporated. Pu... As a reaction SMILES: [N:1]1([CH2:7][CH2:8][CH2:9][O:10][c:11]2[n:12][o:13][c:14]([CH2:16][OH:17])[cH:15]2)[CH2:2][CH2:3][CH2:4][CH2:5][CH2:6]1.[S:18]([Cl:19])([Cl:20])=[O:21]>>[N:1]1([CH2:7][CH2:8][CH2:9][O:10][c:11]2[n:12][o:13][c:14]([CH2:16][Cl:20])[cH:15]2)[CH2:2][CH2:3][CH2:4][CH2:5][CH2:6]1. The reactants are OCc1cc(OCCCN2CCCCC2)no1, O=S(Cl)Cl. Yields the product ClCc1cc(OCCCN2CCCCC2)no1.